This data is from the Open Reaction Database (ORD), a public repository of structured organic reaction records. The task is: describe an organic reaction: reactants, conditions, products, and yield Reactants: BrC1=C2C(C(N(C2=CC=C1)CC1=NC=CC=C1)=O)(CO)C=1C(=CC2=C(CCO2)C1)O (4-bromo-3-(6-hydroxy-2,3-dihydro-1-benzofuran-5-yl)-3-(hydroxymethyl)-1-(pyridin-2-ylmethyl)-1,3-dihydro-2H-indol-2-one), C1(=CC=CC=C1)P(C1=CC=CC=C1)C1=CC=CC=C1 (triphenylphosphine), N(=NC(=O)OC(C)C)C(=O)OC(C)C (diisopropyl azodicarboxylate). The solvent is O1CCOCC1 (dioxane). Yields the product BrC1=C2C3(C(N(C2=CC=C1)CC1=NC=CC=C1)=O)C1=C(OC3)C=C3OCCC3=C1 (4′-bromo-1′-(pyridin-2-ylmethyl)-5,6-dihydrospiro[benzo[1,2-b:5,4-b′]difuran-3,3′-indol]-2′(1′H)-one). The yield is 36.7%. Reaction SMILES: [Br:1][C:2]1[CH:10]=[CH:9][CH:8]=[C:7]2[C:3]=1[C:4]([C:21]1[C:22](O)=[CH:23][C:24]3[O:28][CH2:27][CH2:26][C:25]=3[CH:29]=1)([CH2:19][OH:20])[C:5](=[O:18])[N:6]2[CH2:11][C:12]1[CH:17]=[CH:16][CH:15]=[CH:14][N:13]=1.C1(P(C2C=CC=CC=2)C2C=CC=CC=2)C=CC=CC=1.N(C(OC(C)C)=O)=NC(OC(C)C)=O>O1CCOCC1>[Br:1][C:2]1[CH:10]=[CH:9][CH:8]=[C:7]2[C:3]=1[C:4]1([CH2:19][O:20][C:22]3[CH:23]=[C:24]4[C:25](=[CH:29][C:21]1=3)[CH2:26][CH2:27][O:28]4)[C:5](=[O:18])[N:6]2[CH2:11][C:12]1[CH:17]=[CH:16][CH:15]=[CH:14][N:13]=1. Reported procedure: A mixture of 4-bromo-3-(6-hydroxy-2,3-dihydro-1-benzofuran-5-yl)-3-(hydroxymethyl)-1-(pyridin-2-ylmethyl)-1,3-dihydro-2H-indol-2-one (1.81 g, 3.88 mmol), triphenylphosphine (2.04 g, 7.77 mmol) and diisopropyl azodicarboxylate (1.57 g, 7.77 mmol) in anhydrous dioxane (60 mL) was heated at reflux for 16 h. After cooling down to ambient temperature, the solvent was removed in vacuo. The gummy residue was diluted with ethyl acetate (50.0 mL), washed with water (3×25.0 mL), brine (3×25.0 mL), dried o... Reactants: II (iodine), C(CCC)C12CC3=CC(=CC=C3C2=C(C(CC1)=O)C)OCOC (9a-butyl-7-methoxymethoxy-4-methyl-1,2,9,9a-tetrahydro-3H-fluoren-3-one), enolate, [Li+].CC(C)[N-]C(C)C (LDA). Solvent: C1CCOC1 (THF), CCOC(=O)C (EtOAc), C1CCOC1 (THF), C1CCOC1 (THF). Product: C(CCC)C12CC3=CC(=CC=C3C2=C(C(C(C1)I)=O)C)OCOC ((2SR,9aRS)-9a-butyl-2-iodo-7-methoxymethoxy-4-methyl-1,2,9,9a-tetrahydro-3H-fluoren-3-one). RXN SMILES: [CH2:1]([C:5]12[CH2:17][CH2:16][C:15](=[O:18])[C:14]([CH3:19])=[C:13]1[C:12]1[C:7](=[CH:8][C:9]([O:20][CH2:21][O:22][CH3:23])=[CH:10][CH:11]=1)[CH2:6]2)[CH2:2][CH2:3][CH3:4].[Li+].CC([N-]C(C)C)C.[I:32]I>C1COCC1.CCOC(C)=O>[CH2:1]([C:5]12[CH2:17][CH:16]([I:32])[C:15](=[O:18])[C:14]([CH3:19])=[C:13]1[C:12]1[C:7](=[CH:8][C:9]([O:20][CH2:21][O:22][CH3:23])=[CH:10][CH:11]=1)[CH2:6]2)[CH2:2][CH2:3][CH3:4] |f:1.2|. Procedure: A solution of 9a-butyl-7-methoxymethoxy-4-methyl-1,2,9,9a-tetrahydro-3H-fluoren-3-one (134 mg, 0.43 mmol) in anhydrous THF (2.5 mL) was cooled in an ice bath, stirred under a nitrogen atmosphere, and treated with 0.4M LDA in THF (1.2 mL, 0.48 mmol). After stirring at 0° C. for 30 minutes, the enolate solution was cooled to −78° C. and treated with a solution of iodine (540 mg, 2.13 mmol) in THF. The resulting mixture was allowed to gradually warm to room temperature, then stirred at room tempera... The reactants are C#Cc1cc(Cl)cc(Oc2c(Cl)ccc(CNC(=O)c3c(Cl)ncn3COCC[Si](C)(C)C)c2F)c1, ClCCl, O=C(O)C(F)(F)F. The product is C#Cc1cc(Cl)cc(Oc2c(Cl)ccc(CNC(=O)c3[nH]cnc3Cl)c2F)c1. As a reaction SMILES: [Cl:1][c:2]1[n:3][cH:4][n:5]([CH2:29][O:30][CH2:31][CH2:32][Si:33]([CH3:34])([CH3:35])[CH3:36])[c:6]1[C:7](=[O:8])[NH:9][CH2:10][c:11]1[c:12]([F:28])[c:13]([O:18][c:19]2[cH:20][c:21]([Cl:27])[cH:22][c:23]([C:25]#[CH:26])[cH:24]2)[c:14]([Cl:17])[cH:15][cH:16]1.[Cl:44][CH2:45][Cl:46].[F:37][C:38]([F:39])([F:40])[C:41]([OH:42])=[O:43]>>[Cl:1][c:2]1[n:3][cH:4][nH:5][c:6]1[C:7](=[O:8])[NH:9][CH2:10][c:11]1[c:12]([F:28])[c:13]([O:18][c:19]2[cH:20][c:21]([Cl:27])[cH:22][c:23]([C:25]#[CH:26])[cH:24]2)[c:14]([Cl:17])[cH:15][cH:16]1. Run at time 2 day. Yields the product NC=1SC=C(N1)C(C(=O)OCC(C)C)=O (Isobutyl 2-aminothiazol-4-ylglyoxylate). Reaction SMILES: [NH2:1][C:2]1[S:3][CH:4]=[C:5]([C:7](=[O:11])[C:8]([O-:10])=[O:9])[N:6]=1.[K+].[CH2:13](O)[CH:14]([CH3:16])[CH3:15].Cl.C(=O)([O-])[O-].[K+].[K+]>O.O1CCOCC1>[NH2:1][C:2]1[S:3][CH:4]=[C:5]([C:7](=[O:11])[C:8]([O:10][CH2:13][CH:14]([CH3:16])[CH3:15])=[O:9])[N:6]=1 |f:0.1,4.5.6|. Reported procedure: A mixture comprising 10 g of potassium 2-aminothiazol-4-ylglyoxylate, 15 g of isobutyl alcohol and 50 ml of a 4N dioxane solution of hydrogen chloride was stirred at room temperature for 2 days. The reaction mixture was poured into water and neutralized with potassium carbonate, followed by extraction with ethyl acetate. The extract was dried over anhydrous magnesium sulfate and the ethyl acetate was evaporated off under reduced pressure, giving the desired compound as a pale yellow powder. Reactants: NC=1SC=C(N1)C(C(=O)[O-])=O.[K+] (potassium 2-aminothiazol-4-ylglyoxylate), C([O-])([O-])=O.[K+].[K+] (potassium carbonate), C(C(C)C)O (isobutyl alcohol), Cl (hydrogen chloride). Solvent: O (water), O1CCOCC1 (dioxane). Reactants: BrC1=C(C=CC=C1)NN (2-bromophenyl hydrazine), C1(=CC=CC=C1)C(C(=O)C1=CC=CC=C1)=O (1,2-diphenyl-ethane-1,2-dione). The product is BrC1=C(C=CC=C1)NN=C(C(=O)C1=CC=CC=C1)C1=CC=CC=C1 (1,2-Diphenylethane-1,2-dione (2-bromophenyl)hydrazone). As a reaction SMILES: [Br:1][C:2]1[CH:7]=[CH:6][CH:5]=[CH:4][C:3]=1[NH:8][NH2:9].[C:10]1([C:16](=O)[C:17]([C:19]2[CH:24]=[CH:23][CH:22]=[CH:21][CH:20]=2)=[O:18])[CH:15]=[CH:14][CH:13]=[CH:12][CH:11]=1>>[Br:1][C:2]1[CH:7]=[CH:6][CH:5]=[CH:4][C:3]=1[NH:8][N:9]=[C:16]([C:10]1[CH:15]=[CH:14][CH:13]=[CH:12][CH:11]=1)[C:17]([C:19]1[CH:24]=[CH:23][CH:22]=[CH:21][CH:20]=1)=[O:18]. Procedure: 1,2-Diphenylethane-1,2-dione (2-bromophenyl)hydrazone was prepared from 2-bromophenyl hydrazine and 1,2-diphenyl-ethane-1,2-dione according to the procedure of Step 1 Example 2. MS m/z 379; The reactants are C1=NC=CC2=C(C=CC=C12)C#CN1C2=C(C=3C=C(C=CC13)C)CN(CC2)C (5-isoquinolin-5-ylethynyl-2,8-dimethyl-2,3,4,5-tetrahydro-1H-pyrido[4,3-b]indole), C(=O)[O-].[NH4+] (ammonium formate). Reagents/catalysts: [Pd] (Pd—C). The solvent is CO (MeOH). Product: C1=NC=CC2=C(C=CC=C12)C=CN1C2=C(C=3C=C(C=CC13)C)CN(CC2)C (5-(2-isoquinolin-5-yl-vinyl)-2,8-dimethyl-2,3,4,5-tetrahydro-1H-pyrido[4,3-b]indole). Isolated yield 22.1%. RXN SMILES: [CH:1]1[C:10]2[C:5](=[C:6]([C:11]#[C:12][N:13]3[C:21]4[CH:20]=[CH:19][C:18]([CH3:22])=[CH:17][C:16]=4[C:15]4[CH2:23][N:24]([CH3:27])[CH2:25][CH2:26][C:14]3=4)[CH:7]=[CH:8][CH:9]=2)[CH:4]=[CH:3][N:2]=1.C([O-])=O.[NH4+]>CO.[Pd]>[CH:1]1[C:10]2[C:5](=[C:6]([CH:11]=[CH:12][N:13]3[C:21]4[CH:20]=[CH:19][C:18]([CH3:22])=[CH:17][C:16]=4[C:15]4[CH2:23][N:24]([CH3:27])[CH2:25][CH2:26][C:14]3=4)[CH:7]=[CH:8][CH:9]=2)[CH:4]=[CH:3][N:2]=1 |f:1.2|. Reported procedure: To a solution of 5-isoquinolin-5-ylethynyl-2,8-dimethyl-2,3,4,5-tetrahydro-1H-pyrido[4,3-b]indole (90 mg, 0.256 mmol) in MeOH (6 mL) were added 10% dry Pd—C (25 mg) and ammonium formate (81 mg, 1.282 mmol). The reaction mixture was refluxed for 2 h and filtered through Celite. The filtrate was concentrated under reduced pressure to afford crude product, which was purified by reverse phase HPLC to yield 20 mg of 5-(2-isoquinolin-5-yl-vinyl)-2,8-dimethyl-2,3,4,5-tetrahydro-1H-pyrido[4,3-b]indole. ... Starting materials: ClC(=O)OC1=CC=CC=C1 (phenyl chloroformate), NC1(C(NC2=CC=C(C=C12)OC)=O)C1=C(C=CC=C1)OCC (3-Amino-3-(2-ethoxy-phenyl)-5-methoxy-1,3-dihydro-indol-2-one), ice water. Solvent: N1=CC=CC=C1 (pyridine). Conditions: temperature 0 celsius, time 1 hour. The product is C1(=CC=CC=C1)OC(NC1(C(NC2=CC=C(C=C12)OC)=O)C1=C(C=CC=C1)OCC)=O ([3-(2-Ethoxy-phenyl)-5-methoxy-2-oxo-2,3-dihydro-1H-indol-3-yl]-carbamic acid phenyl ester). As a reaction SMILES: [NH2:1][C:2]1([C:14]2[CH:19]=[CH:18][CH:17]=[CH:16][C:15]=2[O:20][CH2:21][CH3:22])[C:10]2[C:5](=[CH:6][CH:7]=[C:8]([O:11][CH3:12])[CH:9]=2)[NH:4][C:3]1=[O:13].Cl[C:24]([O:26][C:27]1[CH:32]=[CH:31][CH:30]=[CH:29][CH:28]=1)=[O:25]>N1C=CC=CC=1>[C:27]1([O:26][C:24](=[O:25])[NH:1][C:2]2([C:14]3[CH:19]=[CH:18][CH:17]=[CH:16][C:15]=3[O:20][CH2:21][CH3:22])[C:10]3[C:5](=[CH:6][CH:7]=[C:8]([O:11][CH3:12])[CH:9]=3)[NH:4][C:3]2=[O:13])[CH:32]=[CH:31][CH:30]=[CH:29][CH:28]=1. Procedure details: 1.8 g (6 mmol) of the intermediate from step C were dissolved in 20 ml pyridine. At 0° C. 0.99 g (6.3 mmol) phenyl chloroformate were added and afterwards the reaction mixture was stirred for 1 h at 0° C. This mixture was poured into an ice/water mixture. The pH of the aqueous phase was adjusted to 5 and the resulting mixture was extracted with ethyl acetate. The organic phase was separated, dried over magnesium sulfate and the solvent was removed in vacuo. The resulting solid (2 g) was used in ... The reactants are COc1ccc(CN(Cc2ccc(OC)cc2)c2nc(C)nc(-c3cc(CN4CCN(S(C)(=O)=O)CC4)cnc3Nc3cnc(OC)nc3)n2)cc1, O=C(O)C(F)(F)F, O=S(=O)(O)C(F)(F)F. Product: COc1ncc(Nc2ncc(CN3CCN(S(C)(=O)=O)CC3)cc2-c2nc(C)nc(N)n2)cn1. As a reaction SMILES: [CH3:1][O:2][c:3]1[cH:4][cH:5][c:6]([CH2:7][N:8]([c:9]2[n:10][c:11]([CH3:41])[n:12][c:13](-[c:15]3[c:16]([NH:32][c:33]4[cH:34][n:35][c:36]([O:39][CH3:40])[n:37][cH:38]4)[n:17][cH:18][c:19]([CH2:21][N:22]4[CH2:23][CH2:24][N:25]([S:28](=[O:29])(=[O:30])[CH3:31])[CH2:26][CH2:27]4)[cH:20]3)[n:14]2)[CH2:42][c:43]2[cH:44][cH:45][c:46]([O:47][CH3:48])[cH:49][cH:50]2)[cH:51][cH:52]1.[OH:53][C:54]([C:55]([F:56])([F:57])[F:58])=[O:59].[OH:60][S:61]([C:62]([F:63])([F:64])[F:65])(=[O:66])=[O:67]>>[NH2:8][c:9]1[n:10][c:11]([CH3:41])[n:12][c:13](-[c:15]2[c:16]([NH:32][c:33]3[cH:34][n:35][c:36]([O:39][CH3:40])[n:37][cH:38]3)[n:17][cH:18][c:19]([CH2:21][N:22]3[CH2:23][CH2:24][N:25]([S:28](=[O:29])(=[O:30])[CH3:31])[CH2:26][CH2:27]3)[cH:20]2)[n:14]1.